The task is: describe an organic reaction: reactants, conditions, products, and yield. This data is from the Open Reaction Database (ORD), a public repository of structured organic reaction records. Starting materials: ClCCCCBr, [Li]CCCC, CCCCCC, C1CCOC1, O, c1ccoc1. Product: ClCCCCc1ccco1. As a reaction SMILES: [Br:17][CH2:18][CH2:19][CH2:20][CH2:21][Cl:22].[CH2:12]([Li:13])[CH2:14][CH2:15][CH3:16].[CH3:6][CH2:7][CH2:8][CH2:9][CH2:10][CH3:11].[O:23]1[CH2:24][CH2:25][CH2:26][CH2:27]1.[OH2:28].[cH:1]1[cH:2][cH:3][o:4][cH:5]1>>[cH:1]1[cH:2][c:3]([CH2:18][CH2:19][CH2:20][CH2:21][Cl:22])[o:4][cH:5]1. Reactants: C(C)(C)(C)OC(NC1=NC(=C(C(=C1)C)CNC(=O)C=1C=NN(C1)CC1=CC=C(C=C1)CCl)C)=O ([5-({[1-(4-Chloromethyl-benzyl)-1H-pyrazole-4-carbonyl]-amino}-methyl)-4,6-dimethyl-pyridin-2-yl]-carbamic acid tert-butyl ester), O=C1C(O)=C([O-])[C@H](O1)[C@@H](O)CO.[Na+] (sodium ascorbate), CCN(C(C)C)C(C)C (DIPEA), [N-]=[N+]=[N-].[Na+] (sodium azide), C(#C)[Si](C)(C)C (ethynyltrimethylsilane). Reagents/catalysts: S(=O)(=O)([O-])[O-].[Cu+2] (copper sulfate). The solvent is C(C)(=O)OCC (ethyl acetate), O (water), CS(=O)C (DMSO). Run at temperature 60 celsius, time 3 hour. Product: N1(N=NC=C1)CC1=CC=C(CN2N=CC(=C2)C(=O)NCC=2C(=NC(=CC2C)N)C)C=C1 (1-(4-((1H-1,2,3-triazol-1-yl)methyl)benzyl)-N-((6-amino-2,4-dimethylpyridin-3-yl)methyl)-1H-pyrazole-4-carboxamide). As a reaction SMILES: C(OC(=O)[NH:7][C:8]1[CH:13]=[C:12]([CH3:14])[C:11]([CH2:15][NH:16][C:17]([C:19]2[CH:20]=[N:21][N:22]([CH2:24][C:25]3[CH:30]=[CH:29][C:28]([CH2:31]Cl)=[CH:27][CH:26]=3)[CH:23]=2)=[O:18])=[C:10]([CH3:33])[N:9]=1)(C)(C)C.[N-:35]=[N+:36]=[N-:37].[Na+].[C:39]([Si](C)(C)C)#[CH:40].CCN(C(C)C)C(C)C.O=C1O[C@H]([C@H](CO)O)C([O-])=C1O.[Na+]>CS(C)=O.O.C(OCC)(=O)C.S([O-])([O-])(=O)=O.[Cu+2]>[N:35]1([CH2:31][C:28]2[CH:27]=[CH:26][C:25]([CH2:24][N:22]3[CH:23]=[C:19]([C:17]([NH:16][CH2:15][C:11]4[C:10]([CH3:33])=[N:9][C:8]([NH2:7])=[CH:13][C:12]=4[CH3:14])=[O:18])[CH:20]=[N:21]3)=[CH:30][CH:29]=2)[CH:40]=[CH:39][N:37]=[N:36]1 |f:1.2,5.6,10.11|. Reported procedure: A suspension of [5-({[1-(4-Chloromethyl-benzyl)-1H-pyrazole-4-carbonyl]-amino}-methyl)-4,6-dimethyl-pyridin-2-yl]-carbamic acid tert-butyl ester (100 mg, 0.207 mmol, prepared according to step a) of example 17), sodium azide (13.43 mg, 0.207 mmol), ethynyltrimethylsilane (20.29 mg, 0.207 mmol), DIPEA (3.61 μL, 0.021 mmol), copper sulfate (3.30 mg, 0.021 mmol) and sodium ascorbate (4.09 mg, 0.021 mmol) in 2.5 mL of DMSO and 0.5 mL of water was stirred for 3 hours at 60° C. The mixture was allowed... Starting materials: CC(C)=O, CC(C)O, CC(C)(OC(=O)OCc1ccc([N+](=O)[O-])cc1)C1C(=O)NC1CCO. Yields the product CC(C)(OC(=O)OCc1ccc([N+](=O)[O-])cc1)C1C(=O)NC1CC(=O)O. Reaction SMILES: [CH3:30][C:31](=[O:32])[CH3:33].[CH:26]([CH3:27])([CH3:28])[OH:29].[OH:1][CH2:2][CH2:3][CH:4]1[CH:5]([C:9]([CH3:10])([O:11][C:12](=[O:13])[O:14][CH2:15][c:16]2[cH:17][cH:18][c:19]([N+:22](=[O:23])[O-:24])[cH:20][cH:21]2)[CH3:25])[C:6](=[O:8])[NH:7]1>>[O:1]=[C:2]([CH2:3][CH:4]1[CH:5]([C:9]([CH3:10])([O:11][C:12](=[O:13])[O:14][CH2:15][c:16]2[cH:17][cH:18][c:19]([N+:22](=[O:23])[O-:24])[cH:20][cH:21]2)[CH3:25])[C:6](=[O:8])[NH:7]1)[OH:29].